Task: describe an organic reaction: reactants, conditions, products, and yield. Dataset: the Open Reaction Database (ORD), a public repository of structured organic reaction records The reactants are C(C)(=O)O (acetic acid), C(#N)C1=CC=C(C(=O)N2CC=3NC4=CC=CC=C4C3CC2)C=C1 (2-(4-cyano-benzoyl)-1,2,3,4-tetrahydro-9H-pyrido[3,4-b]indole), C(#N)C=1C=C(CBr)C=CC1 (3-cyano-benzyl bromide), CC(C)([O-])C.[K+] (potassium tert-butoxide). Solvent: CN(C=O)C (dimethylformamide). Run at temperature 80 celsius, time 5 minute. The product is C(#N)C1=CC=C(C(=O)N2CC=3N(C4=CC=CC=C4C3CC2)CC2=CC(=CC=C2)C#N)C=C1 (2-(4-cyano-benzoyl)-9-(3-cyano-benzyl) -1,2,3,4-tetrahydro-9H-pyrido[3,4-b]indole). Isolated yield 63.4%. As a reaction SMILES: [C:1]([C:3]1[CH:23]=[CH:22][C:6]([C:7]([N:9]2[CH2:21][CH2:20][C:19]3[C:18]4[C:13](=[CH:14][CH:15]=[CH:16][CH:17]=4)[NH:12][C:11]=3[CH2:10]2)=[O:8])=[CH:5][CH:4]=1)#[N:2].CC(C)([O-])C.[K+].[C:30]([C:32]1[CH:33]=[C:34]([CH:37]=[CH:38][CH:39]=1)[CH2:35]Br)#[N:31].C(O)(=O)C>CN(C)C=O>[C:1]([C:3]1[CH:4]=[CH:5][C:6]([C:7]([N:9]2[CH2:21][CH2:20][C:19]3[C:18]4[C:13](=[CH:14][CH:15]=[CH:16][CH:17]=4)[N:12]([CH2:35][C:34]4[CH:37]=[CH:38][CH:39]=[C:32]([C:30]#[N:31])[CH:33]=4)[C:11]=3[CH2:10]2)=[O:8])=[CH:22][CH:23]=1)#[N:2] |f:1.2|. Procedure: 150 mg (0.5 mmol) of 2-(4-cyano-benzoyl)-1,2,3,4-tetrahydro-9H-pyrido[3,4-b]indole were dissolved in 5 ml of dimethylformamide. 60 mg of potassium tert-butoxide were added and the mixture was stirred for 5 minutes, treated with 100 mg of 3-cyano-benzyl bromide and slowly heated up to 80° C. The mixture was acidified by addition of acetic acid and evaporated under reduced pressure. The residue was partitioned between methylene chloride and 10% aqueous sodium carbonate solution, dried and evaporat... The reactants are [H-], CI, Nc1nc(Cl)c2ccn(C3OC(CO)C(O)C3O)c2n1, [Na+], CN(C)C=O. Yields the product COC1C(O)C(CO)OC1n1ccc2c(Cl)nc(N)nc21. As a reaction SMILES: [H-:22].[I:23][CH3:24].[NH2:1][c:2]1[n:3][c:4]([Cl:20])[c:5]2[c:6]([n:7]1)[n:8]([CH:11]1[CH:12]([OH:13])[CH:14]([OH:15])[CH:16]([CH2:18][OH:19])[O:17]1)[cH:9][cH:10]2.[Na+:21].[O:25]=[CH:26][N:27]([CH3:28])[CH3:29]>>[NH2:1][c:2]1[n:3][c:4]([Cl:20])[c:5]2[c:6]([n:7]1)[n:8]([CH:11]1[CH:12]([O:13][CH3:24])[CH:14]([OH:15])[CH:16]([CH2:18][OH:19])[O:17]1)[cH:9][cH:10]2. The reactants are ClC1(C(=O)OC(C1)CC)C(C)=O (α-chloro-α-acetyl-γ-ethyl-γ-butyrolactone), Cl (hydrochloric acid). The product is ClC(C(C)=O)CC(CC)Cl (3,5-dichloro-2-heptanone). As a reaction SMILES: [Cl:1][C:2]1([C:10](=[O:12])[CH3:11])[CH2:7][CH:6]([CH2:8][CH3:9])OC1=O.[ClH:13]>>[Cl:1][CH:2]([CH2:7][CH:6]([Cl:13])[CH2:8][CH3:9])[C:10](=[O:12])[CH3:11]. Procedure details: The title compound is prepared according to the method described in Example 1 starting from 49 g (0.26 moles) of α-chloro-α-acetyl-γ-ethyl-γ-butyrolactone and 98 cm3 of abs. hydrochloric acid. After distillation 22 g (47%) of the title compound is obtained. Its boiling point is 68°-70° C. at a pressure of 133.3 Pa, nD20 =1,4600. The reactants are O=C([O-])[O-], C1COCCO1, CCOC(C)=O, Clc1cc(Cl)ncn1, [Cs+], [Cs+], OC(c1ccccc1-c1ccncc1)C(F)(F)F. Product: FC(F)(F)C(Oc1cc(Cl)ncn1)c1ccccc1-c1ccncc1. RXN SMILES: [C:27](=[O:28])([O-:29])[O-:30].[CH2:33]1[O:34][CH2:35][CH2:36][O:37][CH2:38]1.[CH3:39][CH2:40][O:41][C:42](=[O:43])[CH3:44].[Cl:19][c:20]1[n:21][cH:22][n:23][c:24]([Cl:26])[cH:25]1.[Cs+:31].[Cs+:32].[F:1][C:2]([CH:3]([OH:4])[c:5]1[c:6](-[c:11]2[cH:12][cH:13][n:14][cH:15][cH:16]2)[cH:7][cH:8][cH:9][cH:10]1)([F:17])[F:18]>>[F:1][C:2]([CH:3]([O:4][c:24]1[n:23][cH:22][n:21][c:20]([Cl:19])[cH:25]1)[c:5]1[c:6](-[c:11]2[cH:12][cH:13][n:14][cH:15][cH:16]2)[cH:7][cH:8][cH:9][cH:10]1)([F:17])[F:18]. Reactants: N1=C(C=CC=C1)N1N=C(N=C1)O (1-(2-pyridinyl)-1H-1,2,4-triazol-3-ol), C([O-])([O-])=O.[K+].[K+] (potassium carbonate), P(OC)(OC)(Cl)=S (O,O-dimethyl phosphorochloridothioate). The reagents and catalysts are CN(C1=CC=NC=C1)C (4-dimethylaminopyridine). Solvent: C(C)#N (acetonitrile), C(C)#N (acetonitrile), C(C)#N (acetonitrile). Conditions: time 2 hour. The product is P(OC)(OC)(OC1=NN(C=N1)C1=NC=CC=C1)=S (O,O-Dimethyl O-(1-(2-pyridinyl)-1H-1,2,4-triazol-3-yl) phosphorothioate). RXN SMILES: [N:1]1[CH:6]=[CH:5][CH:4]=[CH:3][C:2]=1[N:7]1[CH:11]=[N:10][C:9]([OH:12])=[N:8]1.C(=O)([O-])[O-].[K+].[K+].[P:19](=[S:25])(Cl)([O:22][CH3:23])[O:20][CH3:21]>C(#N)C.CN(C)C1C=CN=CC=1>[P:19](=[S:25])([O:12][C:9]1[N:10]=[CH:11][N:7]([C:2]2[CH:3]=[CH:4][CH:5]=[CH:6][N:1]=2)[N:8]=1)([O:22][CH3:23])[O:20][CH3:21] |f:1.2.3|. Reported procedure: A mixture of 8.10 g (0.05 m) of 1-(2-pyridinyl)-1H-1,2,4-triazol-3-ol and 8.29 g (0.06 m) of powdered potassium carbonate in 150 ml of acetonitrile was vigorously stirred together for 21/2 hours at 40°-50° C. To this mixture was successively added a solution of 0.29 g (0.0024 m (5 mole percent)) of 4-dimethylaminopyridine in 25 ml of acetonitrile followed by a solution of 7.94 g (0.048 m) of O,O-dimethyl phosphorochloridothioate in 25 ml of acetonitrile. After a 2 hour period, the reaction was c... Starting materials: C(C)(C)(C)OC(=O)N1CCC(CC1)CC(=O)OCC (ethyl N-tert-butoxycarbonyl-4-piperidineacetate), O (water), CO (methanol), [BH4-].[Li+] (lithium borohydride). Run in C(C)OCC (diethyl ether), C(C)(=O)OCC (ethyl acetate). Conditions: time 15 hour. The product is C(C)(C)(C)OC(=O)N1CCC(CC1)C(C)O (N-t-Butoxycarbonyl-4-(1-hydroxyethyl)piperidine). Reaction SMILES: [C:1]([O:5][C:6]([N:8]1[CH2:13][CH2:12][CH:11]([CH2:14][C:15](OCC)=O)[CH2:10][CH2:9]1)=[O:7])([CH3:4])([CH3:3])[CH3:2].C[OH:21].[BH4-].[Li+].O>C(OCC)C.C(OCC)(=O)C>[C:1]([O:5][C:6]([N:8]1[CH2:13][CH2:12][CH:11]([CH:14]([OH:21])[CH3:15])[CH2:10][CH2:9]1)=[O:7])([CH3:4])([CH3:3])[CH3:2] |f:2.3|. Reported procedure: In diethyl ether (20 ml) was dissolved ethyl N-tert-butoxycarbonyl-4-piperidineacetate (1.18 g) followed by addition of methanol (0.19 ml). Then, lithium borohydride (123 mg) was added under ice-cooling. The mixture was stirred at room temperature for 15 hours, after which time water was added under ice-cooling. The mixture was diluted with ethyl acetate, washed with aqueous NaCl solution, dried over MgSO4, and concentrated to provide the title compound as colorless oil (0.96 g). 1H-NMR (CDCl3) ... The reactants are COP(OC)OC (trimethylphosphite), ClCC(=O)OCC=C (allyl chloroacetate), 4h. Product: COP(=O)(OC)CC(=O)OCC=C (allyl dimethylphosphono-acetate). The yield is 70.5%. RXN SMILES: C[O:2][P:3]([O:6][CH3:7])[O:4][CH3:5].Cl[CH2:9][C:10]([O:12][CH2:13][CH:14]=[CH2:15])=[O:11]>>[CH3:5][O:4][P:3]([CH2:9][C:10]([O:12][CH2:13][CH:14]=[CH2:15])=[O:11])([O:6][CH3:7])=[O:2]. Procedure details: 191 g of trimethylphosphite were added dropwise under stirring to 188 g of allyl chloroacetate (21/2 h) preliminarly heated to 118°. The reaction mixture was kept at this temperature for 4h, whereupon it was subjected to a distillation to give 205 g of allyl dimethylphosphono-acetate, b.p. 118°/0.1 Torr. Yields the product FC(C=1C=C(C=CC1)C=1N=C(SC1)N1CCN(CC1)C(=O)OC(C)(C)C)(F)F (tert-Butyl 4-{4-[3-(trifluoromethyl)phenyl]-1,3-thiazol-2-yl}piperazine-1-carboxylate). The reactants are O (Water), BrC=1SC=C(N1)C1=CC(=CC=C1)C(F)(F)F (2-bromo-4-[3-(trifluoromethyl)phenyl]-1,3-thiazole), N1(CCNCC1)C(=O)OC(C)(C)C (tert-butyl piperazine-1-carboxylate), C([O-])([O-])=O.[K+].[K+] (potassium carbonate). Isolated yield 47.9%. Procedure details: A solution of 2-bromo-4-[3-(trifluoromethyl)phenyl]-1,3-thiazole (2.88 g, 9.35 mmol), tert-butyl piperazine-1-carboxylate (3.48 g, 18.7 mmol) and potassium carbonate (1.29 g, 9.35 mmol) in dimethylformamide (30 ml) was stirred at 120° C. for 12 hours. Water was poured to the reaction mixture, and the mixture was extracted with ethyl acetate. The extract was washed with water, and dried over anhydrous magnesium sulfate, and the solvent was distilled off under reduced pressure. The residue was pur... Reaction SMILES: Br[C:2]1[S:3][CH:4]=[C:5]([C:7]2[CH:12]=[CH:11][CH:10]=[C:9]([C:13]([F:16])([F:15])[F:14])[CH:8]=2)[N:6]=1.[N:17]1([C:23]([O:25][C:26]([CH3:29])([CH3:28])[CH3:27])=[O:24])[CH2:22][CH2:21][NH:20][CH2:19][CH2:18]1.C(=O)([O-])[O-].[K+].[K+].O>CN(C)C=O>[F:14][C:13]([F:16])([F:15])[C:9]1[CH:8]=[C:7]([C:5]2[N:6]=[C:2]([N:20]3[CH2:19][CH2:18][N:17]([C:23]([O:25][C:26]([CH3:29])([CH3:28])[CH3:27])=[O:24])[CH2:22][CH2:21]3)[S:3][CH:4]=2)[CH:12]=[CH:11][CH:10]=1 |f:2.3.4|. Solvent: CN(C=O)C (dimethylformamide).